This data is from the Open Reaction Database (ORD), a public repository of structured organic reaction records. The task is: describe an organic reaction: reactants, conditions, products, and yield Reactants: COC1=CC=C(C=C1)C=C(C=O)C (3-(4-methoxyphenyl)-2-methylpropenaldehyde), C(C)[Mg]Br (ethylmagnesium bromide). The solvent is C(C)OCC (diethyl ether), C(C)OCC (diethylether). Product: OC(C(=CC1=CC=C(C=C1)OC)C)CC (3-hydroxy-1-(4-methoxyphenyl)-2-methylpent-1-ene). RXN SMILES: [CH3:1][O:2][C:3]1[CH:8]=[CH:7][C:6]([CH:9]=[C:10]([CH3:13])[CH:11]=[O:12])=[CH:5][CH:4]=1.[CH2:14]([Mg]Br)[CH3:15]>C(OCC)C>[OH:12][CH:11]([CH2:14][CH3:15])[C:10]([CH3:13])=[CH:9][C:6]1[CH:7]=[CH:8][C:3]([O:2][CH3:1])=[CH:4][CH:5]=1. Procedure details: To a solution of 3-(4-methoxyphenyl)-2-methylpropenaldehyde (10.3 g, 0.058 mol) in dried diethyl ether (150 ml) cooled to −15° C. and stirred under an atmosphere of nitrogen was added a solution of ethylmagnesium bromide in diethylether (3M, 21.4 ml). The reaction mixture was allowed to warm to room temperature and after ½ hour poured onto ice cold aqueous hydrochloric acid (2M, 50 ml). The organic phase was separated, washed with water, a saturated solution of sodium bicarbonate and brine. The ...